Dataset: the Open Reaction Database (ORD), a public repository of structured organic reaction records. Task: describe an organic reaction: reactants, conditions, products, and yield Reactants: ClC1=NN=C(C2=CC=CC=C12)Cl (1,4-Dichlorophthalazine), CC=1C=C(SC1)B(O)O (4-methylthiophen-2-ylboronic acid), PdCI2(DPPF), C([O-])([O-])=O.[Na+].[Na+] (sodium carbonate), O1CCOCC1 (1,4-dioxane), ClC1=NN=C(C2=CC=CC=C12)Cl (dichlorophthalazine). Conditions: time 5 minute. Product: ClC1=NN=C(C2=CC=CC=C12)C=1SC=C(C1)C (1-chloro-4-(4-methylthiophen-2-yl)phthalazine). As a reaction SMILES: Cl[C:2]1[C:11]2[C:6](=[CH:7][CH:8]=[CH:9][CH:10]=2)[C:5]([Cl:12])=[N:4][N:3]=1.[CH3:13][C:14]1[CH:15]=[C:16](B(O)O)[S:17][CH:18]=1.C(=O)([O-])[O-].[Na+].[Na+].O1CCOCC1>>[Cl:12][C:5]1[C:6]2[C:11](=[CH:10][CH:9]=[CH:8][CH:7]=2)[C:2]([C:16]2[S:17][CH:18]=[C:14]([CH3:13])[CH:15]=2)=[N:3][N:4]=1 |f:2.3.4|. Procedure details: 1,4-Dichlorophthalazine (1.40 g, 7.03 mmol), 4-methylthiophen-2-ylboronic acid (999 mg, 7.03 mmol), and PdCI2(DPPF)(721 mg, 985 μmol) were added into a sealed tube. The tube was purged with Argon. Then sodium carbonate (2.0 M in water)(7.74 ml, 15.5 mmol) and 1,4-dioxane (35.2 ml, 7.03 mmol) were added. The tube was sealed, stirred at rt for 5 min, and placed in a preheated oil bath at 110° C. After 1 h, LC-MS showed product and byproduct (double coupling), and SM dichlorophthalazine. The reacti... Starting materials: CCOC(=O)CCNC(Cc1ccccc1OC)C(C)C(=O)OCC, CC(C)(C)[O-], CCO, Cc1ccccc1, [K+]. The product is COc1ccccc1CC1NCCC(=O)C1C. As a reaction SMILES: [CH2:1]([O:2][C:3]([CH2:6][CH2:7][NH:8][CH:9]([CH:10]([C:11](=[O:12])[O:13][CH2:4][CH3:5])[CH3:16])[CH2:17][c:18]1[c:19]([O:24][CH3:25])[cH:20][cH:21][cH:22][cH:23]1)=[O:14])[CH3:15].[CH3:26][C:27]([CH3:28])([O-:29])[CH3:30].[CH3:32][CH2:33][OH:34].[CH3:35][c:36]1[cH:37][cH:38][cH:39][cH:40][cH:41]1.[K+:31]>>[CH2:6]1[CH2:7][NH:8][CH:9]([CH2:17][c:18]2[c:19]([O:24][CH3:25])[cH:20][cH:21][cH:22][cH:23]2)[CH:10]([CH3:16])[C:11]1=[O:13]. Starting materials: Cl.N1(CCNCC1)CCC1=CC2=C(C(OC2)=O)C=C1 (5-[2-(piperazin-1-yl)ethyl]-2-benzofuran-1(3H)-one hydrochloride), COC1=C(C#N)C=CC(=C1)C(C=O)C (2-methoxy-4-(1-oxopropan-2-yl)benzonitrile). Product: COC1=C(C#N)C=CC(=C1)C(CN1CCN(CC1)CCC=1C=C2COC(C2=CC1)=O)C (2-Methoxy-4-[1-methyl-2-[4-[2-(1-oxo-3H-isobenzofuran-5-yl)ethyl]piperazin-1-yl]ethyl]benzonitrile). Reaction SMILES: Cl.[N:2]1([CH2:8][CH2:9][C:10]2[CH:19]=[CH:18][C:13]3[C:14](=[O:17])[O:15][CH2:16][C:12]=3[CH:11]=2)[CH2:7][CH2:6][NH:5][CH2:4][CH2:3]1.[CH3:20][O:21][C:22]1[CH:29]=[C:28]([CH:30]([CH3:33])[CH:31]=O)[CH:27]=[CH:26][C:23]=1[C:24]#[N:25]>>[CH3:20][O:21][C:22]1[CH:29]=[C:28]([CH:30]([CH3:33])[CH2:31][N:5]2[CH2:6][CH2:7][N:2]([CH2:8][CH2:9][C:10]3[CH:11]=[C:12]4[C:13](=[CH:18][CH:19]=3)[C:14](=[O:17])[O:15][CH2:16]4)[CH2:3][CH2:4]2)[CH:27]=[CH:26][C:23]=1[C:24]#[N:25] |f:0.1|. Reported procedure: 2-Methoxy-4-[1-methyl-2-[4-[2-(1-oxo-3H-isobenzofuran-5-yl)ethyl]piperazin-1-yl]ethyl]benzonitrile was prepared in a similar fashion to that described for the synthesis of Example 38 starting from 5-[2-(piperazin-1-yl)ethyl]-2-benzofuran-1(3H)-one hydrochloride and 2-methoxy-4-(1-oxopropan-2-yl)benzonitrile. LC-MS (IE, m/z): 420.5 [M+1]+. (0.28 μM) Starting materials: COC(C1=CC=C(C=C1)COC1=NC=CC=C1C1=NC2=C(N1CC1CCCCC1)C=C(C(=C2)F)F)=O (4-[3-(1-cyclohexylmethyl-5,6-difluoro-1H-benzoimidazol-2-yl)-pyridin-2-yloxymethyl]-benzoic acid methyl ester), O.[OH-].[Li+] (lithium hydroxide monohydrate). The solvent is O1CCCC1 (tetrahydrofuran), O (water). Conditions: temperature 25 celsius, time 2 hour. Product: C1(CCCCC1)CN1C(=NC2=C1C=C(C(=C2)F)F)C=2C(=NC=CC2)OCC2=CC=C(C(=O)O)C=C2 (4-[3-(1-Cyclohexylmethyl-5,6-difluoro-1H-benzoimidazol-2-yl)-pyridin-2-yloxymethyl]-benzoic acid). The yield is 26.0%. RXN SMILES: C[O:2][C:3](=[O:36])[C:4]1[CH:9]=[CH:8][C:7]([CH2:10][O:11][C:12]2[C:17]([C:18]3[N:22]([CH2:23][CH:24]4[CH2:29][CH2:28][CH2:27][CH2:26][CH2:25]4)[C:21]4[CH:30]=[C:31]([F:35])[C:32]([F:34])=[CH:33][C:20]=4[N:19]=3)=[CH:16][CH:15]=[CH:14][N:13]=2)=[CH:6][CH:5]=1.O.[OH-].[Li+]>O1CCCC1.O>[CH:24]1([CH2:23][N:22]2[C:21]3[CH:30]=[C:31]([F:35])[C:32]([F:34])=[CH:33][C:20]=3[N:19]=[C:18]2[C:17]2[C:12]([O:11][CH2:10][C:7]3[CH:8]=[CH:9][C:4]([C:3]([OH:36])=[O:2])=[CH:5][CH:6]=3)=[N:13][CH:14]=[CH:15][CH:16]=2)[CH2:29][CH2:28][CH2:27][CH2:26][CH2:25]1 |f:1.2.3|. Procedure: A solution of 4-[3-(1-cyclohexylmethyl-5,6-difluoro-1H-benzoimidazol-2-yl)-pyridin-2-yloxymethyl]-benzoic acid methyl ester (84 mg, 0.17 mmol) in tetrahydrofuran (20 ml) and water (10 ml) was treated with an aqueous solution of lithium hydroxide monohydrate (36 mg, 0.86 mmol) and stirred at 25° C. for 2 h. The solvent removed in vacuo, the resulting crude material diluted with water (5 ml) and acidified with 2M aqueous hydrochloric acid solution. The aqueous layer was extracted with ethyl acetat...